Dataset: the Open Reaction Database (ORD), a public repository of structured organic reaction records. Task: describe an organic reaction: reactants, conditions, products, and yield Starting materials: C(C(C)(C)C)(=O)OC[C@H](C=1C(=C2C=CC(=NC2=CC1C)C1=NC=CC=C1)C1=CC=C(C=C1)Cl)OC(C)(C)C ((S)-2-tert-butoxy-2-(5-(4-chlorophenyl)-7-methyl-2-(pyridin-2-yl)quinolin-6-yl)ethyl pivalate), [OH-].[Na+] (sodium hydroxide). Solvent: O1CCCC1 (tetrahydrofuran), CO (methanol), O (water). Conditions: temperature 45 celsius. Product: C(C)(C)(C)O[C@H](CO)C=1C(=C2C=CC(=NC2=CC1C)C1=NC=CC=C1)C1=CC=C(C=C1)Cl ((S)-2-tert-butoxy-2-(5-(4-chlorophenyl)-7-methyl-2-(pyridin-2-yl)quinolin-6-yl)ethanol). The yield is 89.0%. As a reaction SMILES: C([O:7][CH2:8][C@@H:9]([O:34][C:35]([CH3:38])([CH3:37])[CH3:36])[C:10]1[C:11]([C:27]2[CH:32]=[CH:31][C:30]([Cl:33])=[CH:29][CH:28]=2)=[C:12]2[C:17](=[CH:18][C:19]=1[CH3:20])[N:16]=[C:15]([C:21]1[CH:26]=[CH:25][CH:24]=[CH:23][N:22]=1)[CH:14]=[CH:13]2)(=O)C(C)(C)C.[OH-].[Na+]>O1CCCC1.CO.O>[C:35]([O:34][C@@H:9]([C:10]1[C:11]([C:27]2[CH:28]=[CH:29][C:30]([Cl:33])=[CH:31][CH:32]=2)=[C:12]2[C:17](=[CH:18][C:19]=1[CH3:20])[N:16]=[C:15]([C:21]1[CH:26]=[CH:25][CH:24]=[CH:23][N:22]=1)[CH:14]=[CH:13]2)[CH2:8][OH:7])([CH3:38])([CH3:36])[CH3:37] |f:1.2|. Reported procedure: To a solution of (S)-2-tert-butoxy-2-(5-(4-chlorophenyl)-7-methyl-2-(pyridin-2-yl)quinolin-6-yl)ethyl pivalate (45.2 mg, 0.085 mmol) in tetrahydrofuran and methanol (5:1, 1 mL) was added 1 M sodium hydroxide (2 mL) and the reaction was heated to 45° C. overnight. The reaction was cooled to room temperature, diluted with water and extracted with ethyl acetate. The organic layer was washed with brine, dried over sodium sulfate and concentrated. The crude extract was co-evaporated two times with ac... Starting materials: CCOC(C)=O, CNC, CN1CCCN(C)C1=O, CCCCCC, CO, O=C(Nc1ccc(C(=O)N2Cc3cccn3Cc3ccccc32)cc1)C(Cl)c1ccccc1. Yields the product CN(C)C(C(=O)Nc1ccc(C(=O)N2Cc3cccn3Cc3ccccc32)cc1)c1ccccc1. As a reaction SMILES: [C:52]([O:53][CH2:54][CH3:55])(=[O:56])[CH3:57].[CH3:34][NH:35][CH3:36].[CH3:37][N:38]1[CH2:39][CH2:40][CH2:41][N:42]([CH3:43])[C:44]1=[O:45].[CH3:46][CH2:47][CH2:48][CH2:49][CH2:50][CH3:51].[CH3:58][OH:59].[Cl:1][CH:2]([C:3](=[O:4])[NH:5][c:6]1[cH:7][cH:8][c:9]([C:12](=[O:13])[N:14]2[CH2:15][c:16]3[n:17]([cH:25][cH:26][cH:27]3)[CH2:18][c:19]3[c:20]2[cH:21][cH:22][cH:23][cH:24]3)[cH:10][cH:11]1)[c:28]1[cH:29][cH:30][cH:31][cH:32][cH:33]1>>[CH:2]([C:3](=[O:4])[NH:5][c:6]1[cH:7][cH:8][c:9]([C:12](=[O:13])[N:14]2[CH2:15][c:16]3[n:17]([cH:25][cH:26][cH:27]3)[CH2:18][c:19]3[c:20]2[cH:21][cH:22][cH:23][cH:24]3)[cH:10][cH:11]1)([c:28]1[cH:29][cH:30][cH:31][cH:32][cH:33]1)[N:35]([CH3:34])[CH3:36]. The product is CC(C)CCNC(=O)c1ccc(N2CCN(C(=O)c3c(F)cccc3F)CC2)nn1. Reactants: CC(C)CCNC(=O)c1ccc(Cl)nn1, O=C(c1c(F)cccc1F)N1CCNCC1. As a reaction SMILES: [CH3:1][CH:2]([CH2:3][CH2:4][NH:5][C:6](=[O:7])[c:8]1[n:9][n:10][c:11]([Cl:14])[cH:12][cH:13]1)[CH3:15].[N:16]1([C:22](=[O:23])[c:24]2[c:25]([F:31])[cH:26][cH:27][cH:28][c:29]2[F:30])[CH2:17][CH2:18][NH:19][CH2:20][CH2:21]1>>[CH3:1][CH:2]([CH2:3][CH2:4][NH:5][C:6](=[O:7])[c:8]1[n:9][n:10][c:11]([N:19]2[CH2:18][CH2:17][N:16]([C:22](=[O:23])[c:24]3[c:25]([F:31])[cH:26][cH:27][cH:28][c:29]3[F:30])[CH2:21][CH2:20]2)[cH:12][cH:13]1)[CH3:15]. Reactants: FC1=CC=C(C=C1)C=1N=CC(=NC1C1=CC=C(C=C1)F)/C=C/C(=O)OC ((E)-methyl 3-(5,6-bis(4-fluorophenyl)pyrazin-2-yl)acrylate), [OH-].[Na+] (sodium hydroxide). Run in CO (methanol), O (water). Run at temperature 50 celsius, time 2 hour. Product: FC1=CC=C(C=C1)C=1N=CC(=NC1C1=CC=C(C=C1)F)/C=C/C(=O)O ((E)-3-(5,6-Bis(4-fluorophenyl)pyrazin-2-yl)acrylic acid). RXN SMILES: [F:1][C:2]1[CH:7]=[CH:6][C:5]([C:8]2[N:9]=[CH:10][C:11](/[CH:21]=[CH:22]/[C:23]([O:25]C)=[O:24])=[N:12][C:13]=2[C:14]2[CH:19]=[CH:18][C:17]([F:20])=[CH:16][CH:15]=2)=[CH:4][CH:3]=1.[OH-].[Na+]>CO.O>[F:1][C:2]1[CH:3]=[CH:4][C:5]([C:8]2[N:9]=[CH:10][C:11](/[CH:21]=[CH:22]/[C:23]([OH:25])=[O:24])=[N:12][C:13]=2[C:14]2[CH:19]=[CH:18][C:17]([F:20])=[CH:16][CH:15]=2)=[CH:6][CH:7]=1 |f:1.2|. Reported procedure: To a solution of (E)-methyl 3-(5,6-bis(4-fluorophenyl)pyrazin-2-yl)acrylate (120 mg, 0.34 mmol, 1.00 equiv) in methanol (15 mL) was added a solution of sodium hydroxide (136 mg, 3.40 mmol, 9.97 equiv) in water (2 mL). The resulting solution was stirred for 2 h at 50° C. in an oil bath, concentrated in vacuo, and diluted with 20 mL of water. The pH value was adjusted to 4-5 with HCl (1M). The resulting solids were collected by filtration, and purified by Prep-HPLC with the following conditions (1... Yields the product C(C)(C)(C)OC([C@H]1N(CCC1)C([C@H](NC(=O)OC(C)(C)C)CSCC1=CC=C(C=C1)OC)=O)=O (N-tert-butyloxycarbonyl-S-p-methoxybenzyl-D-cysteinyl-L-proline tert-butyl ester). Starting materials: C(C)(C)(C)OC([C@H]1NCCC1)=O (L-proline tert-butyl ester), OC1=CC=CC=2NN=NC21 (hydroxybenzotriazole), C1(CCCCC1)N=C=NC1CCCCC1 (dicyclohexylcarbodiimide), C(C)(C)(C)OC(=O)N[C@H](CSCC1=CC=C(C=C1)OC)C(=O)O (N-tert-butyloxycarbonyl-S-p-methoxybenzyl-D-cysteine). Solvent: C(Cl)Cl (methylene chloride). Conditions: time 15 minute. Reaction SMILES: [C:1]([O:5][C:6](=[O:12])[C@@H:7]1[CH2:11][CH2:10][CH2:9][NH:8]1)([CH3:4])([CH3:3])[CH3:2].OC1C2N=NNC=2C=CC=1.C1(N=C=NC2CCCCC2)CCCCC1.[C:38]([O:42][C:43]([NH:45][C@@H:46]([C:58](O)=[O:59])[CH2:47][S:48][CH2:49][C:50]1[CH:55]=[CH:54][C:53]([O:56][CH3:57])=[CH:52][CH:51]=1)=[O:44])([CH3:41])([CH3:40])[CH3:39]>C(Cl)Cl>[C:1]([O:5][C:6](=[O:12])[C@@H:7]1[CH2:11][CH2:10][CH2:9][N:8]1[C:58](=[O:59])[C@@H:46]([CH2:47][S:48][CH2:49][C:50]1[CH:51]=[CH:52][C:53]([O:56][CH3:57])=[CH:54][CH:55]=1)[NH:45][C:43]([O:42][C:38]([CH3:41])([CH3:40])[CH3:39])=[O:44])([CH3:4])([CH3:2])[CH3:3]. Reported procedure: To a solution of L-proline tert-butyl ester (0.85 g) and hydroxybenzotriazole (0.67 g) in methylene chloride (10 ml) chilled in an ice bath, dicyclohexylcarbodiimide (1.03 g) and N-tert-butyloxycarbonyl-S-p-methoxybenzyl-D-cysteine (1.7 g) are added in that order. After 15 minutes, the ice bath is removed and the mixture is stirred at room temperature overnight. The precipitate is filtered off and the filtrate is washed with 10% potassium bisulfate, water, saturated sodium bicarbonate, and water...